From a dataset of the Open Reaction Database (ORD), a public repository of structured organic reaction records. describe an organic reaction: reactants, conditions, products, and yield Reactants: CC1C(Nc2cnn(CC(=O)NCC(=O)OC(C)(C)C)c(=O)c2Br)CC2CC1C2(C)C, ClCCl, O=C(O)C(F)(F)F. Product: CC1C(Nc2cnn(CC(=O)NCC(=O)O)c(=O)c2Br)CC2CC1C2(C)C. RXN SMILES: [Br:1][c:2]1[c:3]([NH:21][CH:22]2[CH:23]([CH3:31])[CH:24]3[C:25]([CH3:29])([CH3:30])[CH:26]([CH2:27]2)[CH2:28]3)[cH:4][n:5][n:6]([CH2:9][C:10](=[O:11])[NH:12][CH2:13][C:14](=[O:15])[O:16][C:17]([CH3:18])([CH3:19])[CH3:20])[c:7]1=[O:8].[Cl:39][CH2:40][Cl:41].[OH:32][C:33]([C:34]([F:35])([F:36])[F:37])=[O:38]>>[Br:1][c:2]1[c:3]([NH:21][CH:22]2[CH:23]([CH3:31])[CH:24]3[C:25]([CH3:29])([CH3:30])[CH:26]([CH2:27]2)[CH2:28]3)[cH:4][n:5][n:6]([CH2:9][C:10](=[O:11])[NH:12][CH2:13][C:14](=[O:15])[OH:16])[c:7]1=[O:8]. Reactants: C(OC1=C(C=C(C=C1)F)Br)(OC)=O ((2-Bromo-4-fluoro-phenyl) methyl carbonate), OS(=O)(=O)O (H2SO4), [N+](=O)([O-])[O-].[K+] (KNO3). Run at temperature 0 celsius, time 2 hour. Yields the product C(OC1=C(C=C(C(=C1)[N+](=O)[O-])F)Br)(OC)=O (2-bromo-4-fluoro-5-nitrophenyl methyl carbonate). The yield is 91.7%. Reaction SMILES: [C:1](=[O:13])([O:11][CH3:12])[O:2][C:3]1[CH:8]=[CH:7][C:6]([F:9])=[CH:5][C:4]=1[Br:10].OS(O)(=O)=O.[N+:19]([O-])([O-:21])=[O:20].[K+]>>[C:1](=[O:13])([O:11][CH3:12])[O:2][C:3]1[CH:8]=[C:7]([N+:19]([O-:21])=[O:20])[C:6]([F:9])=[CH:5][C:4]=1[Br:10] |f:2.3|. Reported procedure: (2-Bromo-4-fluoro-phenyl) methyl carbonate (8.25 g, 33.13 mmol) was added portionwise to conc. H2SO4 (45 mL) to generate a colorless homogeneous solution. This solution was then cooled to 0° C. and KNO3 (3.7 g, 36.44 mmol) was added portionwise maintaining the internal temperature below 5° C. The reaction was stirred for 2 h and then poured on ice-water and the aqueous layer was extracted with DCM (3×10 mL). The combined organic layer was dried over Na2SO4, filtered and concentrated. The residue... The reactants are C1CCOC1, COC(=O)COc1c(Br)cc(-c2c3ccccc3c(Br)c3oc4ccccc4c23)cc1Br, CO. The product is O=C(O)COc1c(Br)cc(-c2c3ccccc3c(Br)c3oc4ccccc4c23)cc1Br. As a reaction SMILES: [CH2:33]1[O:34][CH2:35][CH2:36][CH2:37]1.[CH3:1][O:2][C:3]([CH2:4][O:5][c:6]1[c:7]([Br:31])[cH:8][c:9](-[c:13]2[c:14]3[cH:15][cH:16][cH:17][cH:18][c:19]3[c:20]([Br:30])[c:21]3[c:22]2[c:23]2[c:24]([o:25]3)[cH:26][cH:27][cH:28][cH:29]2)[cH:10][c:11]1[Br:12])=[O:32].[CH3:38][OH:39]>>[O:2]=[C:3]([CH2:4][O:5][c:6]1[c:7]([Br:31])[cH:8][c:9](-[c:13]2[c:14]3[cH:15][cH:16][cH:17][cH:18][c:19]3[c:20]([Br:30])[c:21]3[c:22]2[c:23]2[c:24]([o:25]3)[cH:26][cH:27][cH:28][cH:29]2)[cH:10][c:11]1[Br:12])[OH:32]. Starting materials: EtOAc-hexanes, CC(=O)OI1(C=2C=CC=CC2C(=O)O1)(OC(=O)C)OC(=O)C (Dess-Martin periodinane), CC1(OC[C@@H](O1)[C@H]1OC([C@@H]2[C@H]1OC(O2)(C)C)O)C ((3aS,6R,6aS)-6-((R)-2,2-dimethyl-1,3-dioxolan-4-yl)-2,2-dimethyltetrahydrofuro[3,4-d][1,3]dioxol-4-ol), CC(C)(C)O (t-BuOH). Solvent: C(Cl)Cl (DCM). Conditions: time 15 minute. Product: CC1(OC[C@@H](O1)[C@H]1OC([C@@H]2[C@H]1OC(O2)(C)C)=O)C ((3aS,6R,6aS)-6-((R)-2,2-dimethyl-1,3-dioxolan-4-yl)-2,2-dimethyldihydrofuro[3,4-d][1,3]dioxol-4(3aH)-one). The yield is 77.9%. As a reaction SMILES: CC(OI1(OC(C)=O)(OC(C)=O)OC(=O)C2C=CC=CC1=2)=O.[CH3:23][C:24]1([CH3:40])[O:28][C@@H:27]([C@@H:29]2[C@@H:33]3[O:34][C:35]([CH3:38])([CH3:37])[O:36][C@@H:32]3[CH:31]([OH:39])[O:30]2)[CH2:26][O:25]1.CC(O)(C)C>C(Cl)Cl>[CH3:23][C:24]1([CH3:40])[O:28][C@@H:27]([C@@H:29]2[C@@H:33]3[O:34][C:35]([CH3:38])([CH3:37])[O:36][C@@H:32]3[C:31](=[O:39])[O:30]2)[CH2:26][O:25]1. Procedure details: In a 1000 mL round bottom flask, Dess-Martin periodinane (110 g, 261.62 mmol, Spectrochem, India) was added to a solution of (3aS,6R,6aS)-6-((R)-2,2-dimethyl-1,3-dioxolan-4-yl)-2,2-dimethyltetrahydrofuro[3,4-d][1,3]dioxol-4-ol (45 g, 174 mmol) in anhydrous DCM (900 mL) at rt. The resulting mixture was stirred for 15 minutes and treated with t-BuOH (14.16 g, 191.4 mmol, Rankem, India) at rt. The resulting reaction mixture was stirred at rt for 3 days under an argon atmosphere. Upon completion of ... Starting materials: BrC(Br)=Cc1ccco1, [Li]CCCC, C1CCOC1, O=C1Nc2ccc(Cl)cc2C(Cl)(C(F)(F)F)O1. The product is O=C1Nc2ccc(Cl)cc2C(C#Cc2ccco2)(C(F)(F)F)O1. Reaction SMILES: [Br:1][C:2](=[CH:3][c:4]1[o:5][cH:6][cH:7][cH:8]1)[Br:9].[CH2:10]([Li:11])[CH2:12][CH2:13][CH3:14].[CH2:32]1[O:33][CH2:34][CH2:35][CH2:36]1.[Cl:15][C:16]1([C:28]([F:29])([F:30])[F:31])[O:17][C:18](=[O:27])[NH:19][c:20]2[c:21]1[cH:22][c:23]([Cl:26])[cH:24][cH:25]2>>[C:2](#[C:3][c:4]1[o:5][cH:6][cH:7][cH:8]1)[C:16]1([C:28]([F:29])([F:30])[F:31])[O:17][C:18](=[O:27])[NH:19][c:20]2[c:21]1[cH:22][c:23]([Cl:26])[cH:24][cH:25]2. The product is FC1=CC=C(C=N1)OCCN(C1=CC(=C(C#N)C=C1)C(F)(F)F)CC(F)(F)F (4-[{2-[(6-Fluoro-3-pyridinyl)oxy]ethyl}(2,2,2-trifluoroethyl)amino]-2-(trifluoromethyl)benzonitrile). Starting materials: OCCN(C1=CC(=C(C#N)C=C1)C(F)(F)F)CC(F)(F)F (4-[(2-hydroxyethyl)(2,2,2-trifluoroethyl)amino]-2-(trifluoromethyl)benzonitrile), FC1=CC=C(C=N1)O (6-Fluoro-3-pyridinol). Reported procedure: Synthesized as described in Example 27B from 4-[(2-hydroxyethyl)(2,2,2-trifluoroethyl)amino]-2-(trifluoromethyl)benzonitrile (Example 15B) and 6-fluoro-3-pyridinol (step A above): MS (ESI) m/z 408 (M+1). Reaction SMILES: [OH:1][CH2:2][CH2:3][N:4]([CH2:17][C:18]([F:21])([F:20])[F:19])[C:5]1[CH:12]=[CH:11][C:8]([C:9]#[N:10])=[C:7]([C:13]([F:16])([F:15])[F:14])[CH:6]=1.[F:22][C:23]1[N:28]=[CH:27][C:26](O)=[CH:25][CH:24]=1>>[F:22][C:23]1[N:28]=[CH:27][C:26]([O:1][CH2:2][CH2:3][N:4]([CH2:17][C:18]([F:19])([F:20])[F:21])[C:5]2[CH:12]=[CH:11][C:8]([C:9]#[N:10])=[C:7]([C:13]([F:15])([F:16])[F:14])[CH:6]=2)=[CH:25][CH:24]=1. Starting materials: 63, C1(=CC=CC=C1)CN1CCN(CC1)CCCN1C(NC2=C1C=CC=C2)=O (1,3-dihydro-1-{3-[4-(phenylmethyl)-1-piperazinyl]propyl}-2H-benzimidazol-2-one), [H][H] (hydrogen). Reagents/catalysts: [Pd] (palladium-on-charcoal). Run in CO (methanol). The product is N1(CCNCC1)CCCN1C(NC2=C1C=CC=C2)=O (1,3-dihydro-1-[3-(1-piperazinyl)propyl]-2H-benzimidazol-2-one). Reaction SMILES: C1(C[N:8]2[CH2:13][CH2:12][N:11]([CH2:14][CH2:15][CH2:16][N:17]3[C:21]4[CH:22]=[CH:23][CH:24]=[CH:25][C:20]=4[NH:19][C:18]3=[O:26])[CH2:10][CH2:9]2)C=CC=CC=1.[H][H]>[Pd].CO>[N:11]1([CH2:14][CH2:15][CH2:16][N:17]2[C:21]3[CH:22]=[CH:23][CH:24]=[CH:25][C:20]=3[NH:19][C:18]2=[O:26])[CH2:10][CH2:9][NH:8][CH2:13][CH2:12]1. Procedure details: A mixture of 63 parts of 1,3-dihydro-1-{3-[4-(phenylmethyl)-1-piperazinyl]propyl}-2H-benzimidazol-2-one in 400 parts of methanol is hydrogenated at normal pressure and at room temperature with 10 parts of palladium-on-charcoal catalyst 10%. After the calculated amount of hydrogen is taken up, the catalyst is filtered off over hyflo and the filtrate is evaporated. The residue is crystallized from a mixture of 4-methyl-2-pentanone and 2-propanol. The product is filtered off and dried, yielding 1,3... Reactants: CC(C)(C)OC(=O)N1CCCC(O)C1, ClCCl. As a reaction SMILES: [C:1]([CH3:2])([CH3:3])([CH3:4])[O:5][C:6](=[O:7])[N:8]1[CH2:9][CH:10]([OH:14])[CH2:11][CH2:12][CH2:13]1.[Cl:15][CH2:16][Cl:17]>>[C:1]([CH3:2])([CH3:3])([CH3:4])[O:5][C:6](=[O:7])[N:8]1[CH2:9][C:10](=[O:14])[CH2:11][CH2:12][CH2:13]1. Product: CC(C)(C)OC(=O)N1CCCC(=O)C1. The reactants are C1(CCCC1)C(=O)O (cyclopentanecarboxylic acid), BrCCCCCl (1-bromo-4-chlorobutane), C(C)(C)NC(C)C (diisopropylamine), C(CCC)[Li] (n-butyl lithium). Solvent: O1CCCC1 (tetrahydrofuran), O1CCCC1 (tetrahydrofuran), O1CCCC1 (tetrahydrofuran). Run at temperature -74 celsius, time 15 minute. Product: C(C)(C)[N-]C(C)C.[Li+] (lithium diisopropylamide), ClCCCCC1(CCCC1)C(=O)O (1-(4-Chlorobutyl)cyclopentanecarboxylic acid). As a reaction SMILES: [CH:1]([NH:4][CH:5]([CH3:7])[CH3:6])([CH3:3])[CH3:2].C([Li:12])CCC.[CH:13]1([C:18]([OH:20])=[O:19])[CH2:17][CH2:16][CH2:15][CH2:14]1.Br[CH2:22][CH2:23][CH2:24][CH2:25][Cl:26]>O1CCCC1>[CH:1]([N-:4][CH:5]([CH3:7])[CH3:6])([CH3:3])[CH3:2].[Li+:12].[Cl:26][CH2:25][CH2:24][CH2:23][CH2:22][C:13]1([C:18]([OH:20])=[O:19])[CH2:17][CH2:16][CH2:15][CH2:14]1 |f:5.6|. Procedure: A solution of lithium diisopropylamide was prepared under nitrogen from diisopropylamine (31.0 ml., 220 mmol.) and n-butyl lithium (1.5M in hexane, 88.0 ml., 220 mmol.) in tetrahydrofuran (80 ml.), maintaining the temperature between -3° C. -1° C. After stirring 15 minutes, cyclopentanecarboxylic acid (11.4 g., 100 mmol.) in tetrahydrofuran (10 ml.) was added at 0° C.-3° C. over 25 minutes. After an additional 15 minutes at 0° C., the bath was removed and the reaction stirred 15 minutes more, ca...